Dataset: the Open Reaction Database (ORD), a public repository of structured organic reaction records. Task: describe an organic reaction: reactants, conditions, products, and yield Reactants: ClC1=NC2=CC=CC=C2N=C1 (2-chloroquinoxaline), O.NN (hydrazine hydrate). The solvent is C(C)O (ethanol). Run at temperature 0 celsius. Yields the product N(N)C1=NC2=CC=CC=C2N=C1 (2-Hydrazinoquinoxaline). As a reaction SMILES: Cl[C:2]1[CH:11]=[N:10][C:9]2[C:4](=[CH:5][CH:6]=[CH:7][CH:8]=2)[N:3]=1.O.[NH2:13][NH2:14]>C(O)C>[NH:13]([C:2]1[CH:11]=[N:10][C:9]2[C:4](=[CH:5][CH:6]=[CH:7][CH:8]=2)[N:3]=1)[NH2:14] |f:1.2|. Procedure details: 15.0 g (91.1 mmol) of 2-chloroquinoxaline are initially charged in 150 ml of ethanol. 45.6 g (911.3 mmol) of hydrazine hydrate are added, and the mixture is stirred under reflux for 16 h. The mixture is then cooled to 0° C., and the solid formed is filtered off, washed with ethanol and dried under high vacuum. The reactants are N1=C2C(=O)OC(C2=CC=C1)=O (quinolinic anhydride), C(CCCCCCC)N1C(=CC2=CC=CC=C12)C (N-octyl-2-methylindole), C(C)N(C=1C=C(C=CC1)OCC)CC (3-diethylaminophenetole), C(C)(=O)OC(C)=O (acetic anhydride). The reagents and catalysts are [Cl-].[Zn+2].[Cl-] (zinc chloride). Run in C(C)(=O)O (acetic acid). Conditions: temperature 50 celsius, time 2 hour. The product is C1(=O)OCC2=NC=CC=C12 (4-azaphthalide). Isolated yield 303.5%. Reaction SMILES: [N:1]1[CH:10]=[CH:9][CH:8]=[C:7]2[C:2]=1[C:3]([O:5][C:6]2=[O:11])=O.C(N1C2C(=CC=CC=2)C=C1C)CCCCCCC.C(N(CC)C1C=C(OCC)C=CC=1)C.C(OC(=O)C)(=O)C>C(O)(=O)C.[Cl-].[Zn+2].[Cl-]>[C:6]1([C:7]2[C:2](=[N:1][CH:10]=[CH:9][CH:8]=2)[CH2:3][O:5]1)=[O:11] |f:5.6.7|. Reported procedure: 6.0 g of quinolinic anhydride, 9.5 g of N-octyl-2-methylindole and 0.56 g of zinc chloride are stirred in 30 ml of glacial acetic acid at 20° C. for 5 hours. 6.6 g of 3-diethylaminophenetole and 8 ml of acetic anhydride are then added, after which the mixture is stirred at 50° C. for 21/2 hours. The product is precipitated with 30% aqueous ammonia, separated from the aqueous phase and recrystallised from isopropanol, affording 16.5 g of the isomer-free 4-azaphthalide compound of the formula ##ST...